describe an organic reaction: reactants, conditions, products, and yield From a dataset of the Open Reaction Database (ORD), a public repository of structured organic reaction records. The reactants are BrC1=NC=CC=C1 (2-bromopyridine), C(CC#C)C=1OC2=C(N1)C=CC=C2O (2-(but-3-ynyl)benzo[d]oxazol-7-ol). The product is N1=C(C=CC=C1)C#CCCC=1OC2=C(N1)C=CC=C2O (2-(4-(pyridin-2-yl)but-3-ynyl)benzo[d]oxazol-7-ol). Yield: 5.5%. As a reaction SMILES: Br[C:2]1[CH:7]=[CH:6][CH:5]=[CH:4][N:3]=1.[CH2:8]([C:12]1[O:13][C:14]2[C:20]([OH:21])=[CH:19][CH:18]=[CH:17][C:15]=2[N:16]=1)[CH2:9][C:10]#[CH:11]>>[N:3]1[CH:4]=[CH:5][CH:6]=[CH:7][C:2]=1[C:11]#[C:10][CH2:9][CH2:8][C:12]1[O:13][C:14]2[C:20]([OH:21])=[CH:19][CH:18]=[CH:17][C:15]=2[N:16]=1. Reported procedure: The title compound was prepared in accordance with the general method of Example 1, from 2-bromopyridine (110 mg, 0.69 mol) and 2-(but-3-ynyl)benzo[d]oxazol-7-ol (130 mg, 0.69 mmol). The crude residue was purified by flash chromatography (DCM/MeOH 98:2) to yield 10 mg (38 μmol, 5%) of 2-(4-(pyridin-2-yl)but-3-ynyl)benzo[d]oxazol-7-ol. Starting materials: CN1CC(OCC1)CN1CCN(CC1)C(=O)OC(C)(C)C (Tert-butyl 4-(4-methylmorpholin-2-ylmethyl)piperazine-1-carboxylate), FC(C(=O)O)(F)F (trifluoroacetic acid). Solvent: ClCCl (dichloromethane). Conditions: time 1 hour. The product is CN1CC(OCC1)CN1CCNCC1 (4-methyl-2-piperazin-1-ylmethylmorpholine). Reaction SMILES: [CH3:1][N:2]1[CH2:7][CH2:6][O:5][CH:4]([CH2:8][N:9]2[CH2:14][CH2:13][N:12](C(OC(C)(C)C)=O)[CH2:11][CH2:10]2)[CH2:3]1.FC(F)(F)C(O)=O>ClCCl>[CH3:1][N:2]1[CH2:7][CH2:6][O:5][CH:4]([CH2:8][N:9]2[CH2:10][CH2:11][NH:12][CH2:13][CH2:14]2)[CH2:3]1. Procedure details: Tert-butyl 4-(4-methylmorpholin-2-ylmethyl)piperazine-1-carboxylate (5.00 g, 17.0 mmol) prepared according to Process Step 2 was dissolved in dichloromethane (60 mL), and the solution was mixed with trifluoroacetic acid (20 mL) added dropwise under ice-cooling. After stirring at room temperature for one hour, the solvent was distilled off under reduced pressure. The resulting yellow oil was dissolved in dioxane (100 mL), and the solution was mixed with triethylamine (20 mL) to thereby yield 4-me... Starting materials: O=Cc1ccccc1, COC(=O)c1ccc2c(C3CCCCC3)c3n(c2c1)CC(N)COc1cc(F)ccc1-3. Yields the product COC(=O)c1ccc2c(C3CCCCC3)c3n(c2c1)CC(NCc1ccccc1)COc1cc(F)ccc1-3. As a reaction SMILES: [CH:32](=[O:33])[c:34]1[cH:35][cH:36][cH:37][cH:38][cH:39]1.[NH2:1][CH:2]1[CH2:3][O:4][c:5]2[c:6]([cH:27][cH:28][c:29]([F:31])[cH:30]2)-[c:7]2[n:8]([c:10]3[cH:11][c:12]([C:23](=[O:24])[O:25][CH3:26])[cH:13][cH:14][c:15]3[c:16]2[CH:17]2[CH2:18][CH2:19][CH2:20][CH2:21][CH2:22]2)[CH2:9]1>>[NH:1]([CH:2]1[CH2:3][O:4][c:5]2[c:6]([cH:27][cH:28][c:29]([F:31])[cH:30]2)-[c:7]2[n:8]([c:10]3[cH:11][c:12]([C:23](=[O:24])[O:25][CH3:26])[cH:13][cH:14][c:15]3[c:16]2[CH:17]2[CH2:18][CH2:19][CH2:20][CH2:21][CH2:22]2)[CH2:9]1)[CH2:32][c:34]1[cH:35][cH:36][cH:37][cH:38][cH:39]1. Starting materials: ClC1=CC=C(C(=O)NC=2SC=C(N2)CC(=O)O)C=C1 ([2-(4-chloro-benzoylamino)-thiazol-4-yl]-acetic acid), N1(CCCC1)C(=O)CN1CCNCC1 (1-(pyrrolidinocarbonylmethyl)piperazine). The product is ClC1=CC=C(C(=O)NC=2SC=C(N2)CC(N2CCN(CC2)CC(N2CCCC2)=O)=O)C=C1 (4-chloro-N-(4-{2-oxo-2-[4-(2-oxo-2-pyrrolidin-1-yl-ethyl)-piperazin-1-yl]-ethyl}-thiazol-2-yl)-benzamide). As a reaction SMILES: [Cl:1][C:2]1[CH:19]=[CH:18][C:5]([C:6]([NH:8][C:9]2[S:10][CH:11]=[C:12]([CH2:14][C:15]([OH:17])=O)[N:13]=2)=[O:7])=[CH:4][CH:3]=1.[N:20]1([C:25]([CH2:27][N:28]2[CH2:33][CH2:32][NH:31][CH2:30][CH2:29]2)=[O:26])[CH2:24][CH2:23][CH2:22][CH2:21]1>>[Cl:1][C:2]1[CH:3]=[CH:4][C:5]([C:6]([NH:8][C:9]2[S:10][CH:11]=[C:12]([CH2:14][C:15](=[O:17])[N:31]3[CH2:30][CH2:29][N:28]([CH2:27][C:25](=[O:26])[N:20]4[CH2:21][CH2:22][CH2:23][CH2:24]4)[CH2:33][CH2:32]3)[N:13]=2)=[O:7])=[CH:18][CH:19]=1. Procedure details: In analogy to example 1.3, [2-(4-chloro-benzoylamino)-thiazol-4-yl]-acetic acid (example 1.2) was coupled with 1-(pyrrolidinocarbonylmethyl)piperazine to give 4-chloro-N-(4-{2-oxo-2-[4-(2-oxo-2-pyrrolidin-1-yl-ethyl)-piperazin-1-yl]-ethyl}-thiazol-2-yl)-benzamide, using general procedure A. Off-white solid. MS 476.1 ([M+H]+) The reactants are BrC1=C(C=CC(=C1)Cl)CC(=O)O (2-bromo-p-chlorophenylacetic acid), S(=O)(Cl)Cl (thionylchloride). Product: BrC1=C(C=CC(=C1)Cl)CC(=O)Cl (2-bromo-p-chlorophenylacetyl chloride). Isolated yield 88.2%. Reaction SMILES: [Br:1][C:2]1[CH:7]=[C:6]([Cl:8])[CH:5]=[CH:4][C:3]=1[CH2:9][C:10]([OH:12])=O.S(Cl)([Cl:15])=O>>[Br:1][C:2]1[CH:7]=[C:6]([Cl:8])[CH:5]=[CH:4][C:3]=1[CH2:9][C:10]([Cl:15])=[O:12]. Procedure: 28.3g (0.113 mol) of 2-bromo-p-chlorophenylacetic acid was mixed with 26.9g (0.226 mol) of thionylchloride and the mixture was refluxed for 2.5 hours. After the excess thionylchloride had been distilled off, the reaction mixture was distilled under reduced pressure to give 26.7g of 2-bromo-p-chlorophenylacetyl chloride as yellow-orange oil. (b.p. 148° - 152°C/15 mmHg) Starting materials: C(Cl)(Cl)Cl (Chloroform), ClC1=NC(=CC(=N1)C=O)COCC(F)(F)F (2-Chloro-6-((2,2,2-trifluoroethoxy)methyl)pyrimidine-4-carbaldehyde), CC(=O)C (Acetone), [BH4-].[Na+] (Sodium borohydride). Solvent: C(C)O (ethanol). Conditions: time 10 minute. Yields the product ClC1=NC(=CC(=N1)CO)COCC(F)(F)F ((2-Chloro-6-((2,2,2-trifluoroethoxy)methyl)pyrimidin-4-yl)methanol). Yield: 57.8%. As a reaction SMILES: [Cl:1][C:2]1[N:7]=[C:6]([CH:8]=[O:9])[CH:5]=[C:4]([CH2:10][O:11][CH2:12][C:13]([F:16])([F:15])[F:14])[N:3]=1.[BH4-].[Na+].CC(C)=O.C(Cl)(Cl)Cl>C(O)C>[Cl:1][C:2]1[N:7]=[C:6]([CH2:8][OH:9])[CH:5]=[C:4]([CH2:10][O:11][CH2:12][C:13]([F:16])([F:14])[F:15])[N:3]=1 |f:1.2|. Procedure details: 2-Chloro-6-((2,2,2-trifluoroethoxy)methyl)pyrimidine-4-carbaldehyde (0.6 g, 2.36 mmol) was dissolved in ethanol (20 mL). Sodium borohydride (0.134 g, 3.54 mmol) was added and the mixture was stirred at rt for 10 min. Acetone (5 mL) was added and mixture was stirred for 10 min. Chloroform (20 mL) was added and the mixture was filtered through a pad of silica. The solvents were evaporated and the residue was purified by column chromatography on silica eluting with a gradient of methanol in DCM to ... Reaction SMILES: [Br-:28].[CH2:29]([N+:30]([CH2:31][CH2:32][CH2:33][CH3:34])([CH2:35][CH2:36][CH2:37][CH3:38])[CH2:39][CH2:40][CH2:41][CH3:42])[CH2:43][CH2:44][CH3:45].[CH3:13][c:14]1[cH:15][cH:16][cH:17][cH:18][cH:19]1.[CH3:20][O:21][S:22]([O:23][CH3:24])(=[O:25])=[O:26].[Na+:12].[OH-:11].[OH2:27].[S:1]1(=[O:10])[CH:2]=[N:3][c:4]2[c:5]1[cH:6][cH:7][cH:8][cH:9]2>>[S:1]1(=[O:10])[CH2:2][N:3]([CH3:13])[c:4]2[c:5]1[cH:6][cH:7][cH:8][cH:9]2. The product is CN1CS(=O)c2ccccc21. Reactants: [Br-], CCCC[N+](CCCC)(CCCC)CCCC, Cc1ccccc1, COS(=O)(=O)OC, [Na+], [OH-], O, O=S1C=Nc2ccccc21. Starting materials: CCOC(C)=O, CCOC(=O)c1cc(-c2cccs2)n[nH]1, CCCCCC, O=C(CCl)N1CCN(c2ccc(Cl)cc2)CC1, [K+], [K+], O=C([O-])[O-], CN(C)C=O. Yields the product CCOC(=O)c1cc(-c2cccs2)nn1CC(=O)N1CCN(c2ccc(Cl)cc2)CC1. Reaction SMILES: [C:44]([O:45][CH2:46][CH3:47])(=[O:48])[CH3:49].[CH2:1]([CH3:2])[O:3][C:4](=[O:5])[c:6]1[nH:7][n:8][c:9](-[c:11]2[s:12][cH:13][cH:14][cH:15]2)[cH:10]1.[CH3:50][CH2:51][CH2:52][CH2:53][CH2:54][CH3:55].[Cl:22][CH2:23][C:24](=[O:25])[N:26]1[CH2:27][CH2:28][N:29]([c:32]2[cH:33][cH:34][c:35]([Cl:38])[cH:36][cH:37]2)[CH2:30][CH2:31]1.[K+:16].[K+:17].[O-:18][C:19]([O-:20])=[O:21].[O:39]=[CH:40][N:41]([CH3:42])[CH3:43]>>[CH2:1]([CH3:2])[O:3][C:4](=[O:5])[c:6]1[n:7]([CH2:23][C:24](=[O:25])[N:26]2[CH2:27][CH2:28][N:29]([c:32]3[cH:33][cH:34][c:35]([Cl:38])[cH:36][cH:37]3)[CH2:30][CH2:31]2)[n:8][c:9](-[c:11]2[s:12][cH:13][cH:14][cH:15]2)[cH:10]1. Starting materials: C1CCOC1, COCc1cccc(-c2ocnc2C(=O)OC)c1, Cl, N#N, [Na+], [OH-]. Product: COCc1cccc(-c2ocnc2C(=O)O)c1. As a reaction SMILES: [CH2:24]1[O:25][CH2:26][CH2:27][CH2:28]1.[CH3:3][O:4][C:5](=[O:6])[c:7]1[n:8][cH:9][o:10][c:11]1-[c:12]1[cH:13][c:14]([CH2:18][O:19][CH3:20])[cH:15][cH:16][cH:17]1.[ClH:23].[N:1]#[N:2].[Na+:22].[OH-:21]>>[O:4]=[C:5]([OH:6])[c:7]1[n:8][cH:9][o:10][c:11]1-[c:12]1[cH:13][c:14]([CH2:18][O:19][CH3:20])[cH:15][cH:16][cH:17]1. The reactants are ClCCl, CCCCCCCCCCCCCCOc1ccc(C(=O)O)cc1OC, CN(C)C=O, O=C(Cl)C(=O)Cl. Product: CCCCCCCCCCCCCCOc1ccc(C(=O)Cl)cc1OC. RXN SMILES: [CH2:33]([Cl:34])[Cl:35].[CH3:1][O:2][c:3]1[cH:4][c:5]([C:6](=[O:7])[OH:8])[cH:9][cH:10][c:11]1[O:12][CH2:13][CH2:14][CH2:15][CH2:16][CH2:17][CH2:18][CH2:19][CH2:20][CH2:21][CH2:22][CH2:23][CH2:24][CH2:25][CH3:26].[CH3:36][N:37]([CH3:38])[CH:39]=[O:40].[Cl:27][C:28]([C:29]([Cl:30])=[O:31])=[O:32]>>[CH3:1][O:2][c:3]1[cH:4][c:5]([C:6](=[O:7])[Cl:27])[cH:9][cH:10][c:11]1[O:12][CH2:13][CH2:14][CH2:15][CH2:16][CH2:17][CH2:18][CH2:19][CH2:20][CH2:21][CH2:22][CH2:23][CH2:24][CH2:25][CH3:26].